The task is: describe an organic reaction: reactants, conditions, products, and yield. This data is from the Open Reaction Database (ORD), a public repository of structured organic reaction records. Starting materials: N1CCNCC1 (piperazine), COC=1C=C2C=CC(=CC2=CC1)C(C)=O (1-(6-methoxy-2-naphthyl)-1-ethanone), [Li] (lithium), [Li] (lithium). Reaction conditions: time 65 hour. Product: N1(CCNCC1)C=1C=C2C=CC(=CC2=CC1)C(C)=O (1-(6-piperazino-2-naphthyl)-1-ethanone). RXN SMILES: [NH:1]1[CH2:6][CH2:5][NH:4][CH2:3][CH2:2]1.[Li].CO[C:10]1[CH:11]=[C:12]2[C:17](=[CH:18][CH:19]=1)[CH:16]=[C:15]([C:20](=[O:22])[CH3:21])[CH:14]=[CH:13]2>>[N:1]1([C:10]2[CH:11]=[C:12]3[C:17](=[CH:18][CH:19]=2)[CH:16]=[C:15]([C:20](=[O:22])[CH3:21])[CH:14]=[CH:13]3)[CH2:6][CH2:5][NH:4][CH2:3][CH2:2]1 |^1:6|. Reported procedure: Anhydrous piperazine (7 g, 81.3 mmol; dried in a vacuum desiccator over KOH-drierite mixture for 3 days) was dissolved in a mixture of dry, freshly distilled toluene and hexamethyl phosphoric amide (HMPA), 25 mL each. To the solution was added 556 mg (80.1 mmol) of lithium rod, cut in small pieces under argon atmosphere, and the mixture was stirred under argon for 24 hours, during which time all lithium has dissolved. Vacuum-dried 1-(6-methoxy-2-naphthyl)-1-ethanone (prepared as described in Ars... The reactants are BrC=1C=C(C=NC1Cl)C(=O)OC(C)(C)C (tert-butyl 5-bromo-6-chloropyridine-3-carboxylate), C(=C)[B-](F)(F)F.[K+] (potassium vinyltrifluoroborate), C1=CC(=CC(=C1)S(=O)(=O)[O-])P(C2=CC(=CC=C2)S(=O)(=O)[O-])C3=CC(=CC=C3)S(=O)(=O)[O-].[Na+].[Na+].[Na+] (triphenylphosphine-3,3′,3″-trisulfonic acid trisodium salt), C(C)(C)NC(C)C (Diisopropylamine), C([O-])(O)=O.[Na+] (sodium bicarbonate). Reagents/catalysts: C(C)(=O)[O-].[Pd+2].C(C)(=O)[O-] (palladium(II) acetate). The solvent is C(C)#N (acetonitrile), O (water). Run at temperature 75 celsius, time 16 hour. Yields the product C(=C)C=1C=C(C=NC1C=C)C(=O)OC(C)(C)C (tert-Butyl 5,6-diethenylpyridine-3-carboxylate). Reaction SMILES: Br[C:2]1[CH:3]=[C:4]([C:9]([O:11][C:12]([CH3:15])([CH3:14])[CH3:13])=[O:10])[CH:5]=[N:6][C:7]=1Cl.[CH:16]([B-](F)(F)F)=[CH2:17].[K+].[CH:23]1C=C(S([O-])(=O)=O)C=C(P(C2C=CC=C(S([O-])(=O)=O)C=2)C2C=CC=C(S([O-])(=O)=O)C=2)[CH:24]=1.[Na+].[Na+].[Na+].C(NC(C)C)(C)C.C(=O)(O)[O-].[Na+]>C(#N)C.O.C([O-])(=O)C.[Pd+2].C([O-])(=O)C>[CH:23]([C:2]1[CH:3]=[C:4]([C:9]([O:11][C:12]([CH3:15])([CH3:14])[CH3:13])=[O:10])[CH:5]=[N:6][C:7]=1[CH:16]=[CH2:17])=[CH2:24] |f:1.2,3.4.5.6,8.9,12.13.14|. Procedure: To a solution of tert-butyl 5-bromo-6-chloropyridine-3-carboxylate (24.0 g, 82.0 mmol) in acetonitrile (615 mL) and water (205 mL) were added potassium vinyltrifluoroborate (33.0 g, 246 mmol) and triphenylphosphine-3,3′,3″-trisulfonic acid trisodium salt (4.20 g, 7.38 mmol). Diisopropylamine (88.0 mL, 615 mmol) was added followed by palladium(II) acetate (0.553 g, 2.46 mmol). The mixture was heated to 75° C. After 16 h, the mixture was cooled to ambient temperature and saturated sodium bicarbona... Starting materials: CC1=NOC2=C1C=CC(=C2)O (3-methylbenzo[d]isoxazol-6-ol), C1N2CN3CN1CN(C2)C3 (hexamethylenetetramine), C(C)(=O)O (acetic acid), Cl (HCl). Run at time 30 minute. The product is COC1=C(C2=C(C(=NO2)C)C=C1)C=O (6-methoxy-3-methylbenzo[d]isoxazole-7-carbaldehyde). Reaction SMILES: [CH3:1][C:2]1[C:6]2[CH:7]=[CH:8][C:9]([OH:11])=[CH:10][C:5]=2[O:4][N:3]=1.[CH2:12]1N2CN3CN(C2)CN1C3.Cl.[C:23](O)(=[O:25])C>>[CH3:12][O:11][C:9]1[CH:8]=[CH:7][C:6]2[C:2]([CH3:1])=[N:3][O:4][C:5]=2[C:10]=1[CH:23]=[O:25]. Procedure: To a solution of commercially available 3-methylbenzo[d]isoxazol-6-ol (1.125 g; 7.54 mmol) in acetic acid (22.5 ml) was added hexamethylenetetramine (4.500 g; 32.09 mmol), and the resulting mixture was heated over a steam-bath for 6 h. The resulting hot mixture was then treated with 6 M aq. HCl (20 ml), and the heating was continued for 30 min. The solid obtained on dilution of the reaction mixture was filtered, and recrystallised from aq. MeOH to give the desired 6-hydroxy-3-methylbenzo[d]isoxa... Reactants: B(Br)(Br)Br (boron tribromide), COC=1C=C(C=CC1C)CCNCC1=C(C(=O)NCCCCC2=CC=CC=C2)C=CC=C1 (2-{[2-(3-methoxy-4-methyl-phenyl)-ethylamino]-methyl}-N-(4-phenyl-butyl)-benzamide), CO (Methanol). The solvent is ClCCl (dichloromethane), ClCCl (dichloromethane). Yields the product OC=1C=C(C=CC1C)CCNCC1=C(C(=O)NCCCCC2=CC=CC=C2)C=CC=C1 (2-{[2-(3-hydroxy-4-methyl-phenyl)-ethylamino]-methyl}-N-(4-phenyl-butyl)-benzamide). Yield: 14.5%. Reaction SMILES: C[O:2][C:3]1[CH:4]=[C:5]([CH2:10][CH2:11][NH:12][CH2:13][C:14]2[CH:32]=[CH:31][CH:30]=[CH:29][C:15]=2[C:16]([NH:18][CH2:19][CH2:20][CH2:21][CH2:22][C:23]2[CH:28]=[CH:27][CH:26]=[CH:25][CH:24]=2)=[O:17])[CH:6]=[CH:7][C:8]=1[CH3:9].B(Br)(Br)Br.CO>ClCCl>[OH:2][C:3]1[CH:4]=[C:5]([CH2:10][CH2:11][NH:12][CH2:13][C:14]2[CH:32]=[CH:31][CH:30]=[CH:29][C:15]=2[C:16]([NH:18][CH2:19][CH2:20][CH2:21][CH2:22][C:23]2[CH:28]=[CH:27][CH:26]=[CH:25][CH:24]=2)=[O:17])[CH:6]=[CH:7][C:8]=1[CH3:9]. Reported procedure: Crude 2-{[2-(3-methoxy-4-methyl-phenyl)-ethylamino]-methyl}-N-(4-phenyl-butyl)-benzamide (derived via Procedure C from 200 mg resin) is dissolved in 3 mL of dichloromethane and treated with 0.5 mL of 1 M of boron tribromide in dichloromethane for 16 h. Methanol (3 mL) is carefully added and the volatiles are removed. The crude residue is purified via semi-preparative HPLC to give 2-{[2-(3-hydroxy-4-methyl-phenyl)-ethylamino]-methyl}-N-(4-phenyl-butyl)-benzamide (28 mg). MS: m/z 417 (m+H). Starting materials: N1([C@@H](CCC1)C(=O)OCC)C(=O)OC(C)(C)C ((S)-1-tert-butyl 2-ethyl pyrrolidine-1,2-dicarboxylate), Cl (HCl), O1CCOCC1 (1,4-dioxane). Run at time 1 hour. The product is Cl.N1[C@@H](CCC1)C(=O)OCC ((S)-ethyl pyrrolidine-2-carboxylate hydrochloride). Reaction SMILES: [N:1]1(C(OC(C)(C)C)=O)[CH2:5][CH2:4][CH2:3][C@H:2]1[C:6]([O:8][CH2:9][CH3:10])=[O:7].[ClH:18].O1CCOCC1>>[ClH:18].[NH:1]1[CH2:5][CH2:4][CH2:3][C@H:2]1[C:6]([O:8][CH2:9][CH3:10])=[O:7] |f:3.4|. Procedure: A mixture of (S)-1-tert-butyl 2-ethyl pyrrolidine-1,2-dicarboxylate (200 mg, 0.822 mmol) and HCl in 1,4-dioxane (4110 μl, 16.44 mmol) was allowed to stir for 1 hour. The reaction mixture was concentrated to give (S)-ethyl pyrrolidine-2-carboxylate hydrochloride; 1H NMR (400 MHz, CDCl3) δ ppm 1.32 (t, J=7.2 Hz, 3H) 2.00-2.22 (m, 3H) 2.39-2.48 (m, 1H) 3.49-3.67 (m, 2H) 4.29 (q, J=7.2 Hz, 3H) 9.09 (br s, 1H) 10.98 (br s, 1H). The reactants are CC(C)(C)OC(=O)N1CCC2(CC1)CC(=O)c1cc(Br)ccc1O2, CC(C)(C)P(c1ccccc1-c1ccccc1)C(C)(C)C, O=C([O-])[O-], CC(=O)[O-], CC(=O)[O-], C1COCCO1, [Cs+], [Cs+], Cn1nccc1N, [Pd+2]. Product: Cn1nccc1Nc1ccc2c(c1)C(=O)CC1(CCN(C(=O)OC(C)(C)C)CC1)O2. As a reaction SMILES: [Br:1][c:2]1[cH:3][c:4]2[c:9]([cH:10][cH:11]1)[O:8][C:7]1([CH2:6][C:5]2=[O:24])[CH2:12][CH2:13][N:14]([C:17](=[O:18])[O:19][C:20]([CH3:21])([CH3:22])[CH3:23])[CH2:15][CH2:16]1.[C:32]([P:33]([C:34]([CH3:35])([CH3:36])[CH3:37])[c:38]1[cH:39][cH:40][cH:41][cH:42][c:43]1-[c:44]1[cH:45][cH:46][cH:47][cH:48][cH:49]1)([CH3:50])([CH3:51])[CH3:52].[C:53](=[O:54])([O-:55])[O-:56].[C:65]([O-:66])(=[O:67])[CH3:68].[C:70]([O-:71])(=[O:72])[CH3:73].[CH2:59]1[O:60][CH2:61][CH2:62][O:63][CH2:64]1.[Cs+:57].[Cs+:58].[NH2:25][c:26]1[cH:27][cH:28][n:29][n:30]1[CH3:31].[Pd+2:69]>>[c:2]1([NH:25][c:26]2[cH:27][cH:28][n:29][n:30]2[CH3:31])[cH:3][c:4]2[c:9]([cH:10][cH:11]1)[O:8][C:7]1([CH2:6][C:5]2=[O:24])[CH2:12][CH2:13][N:14]([C:17](=[O:18])[O:19][C:20]([CH3:21])([CH3:22])[CH3:23])[CH2:15][CH2:16]1. Run at temperature 140 celsius. Procedure: 5-bromo-3-(5-phenyl-1,3,4-thiadiazol-2-yl)pyrazin-2-amine (70 mg, 0.1257 mmol) and [4-(4-tert-butoxycarbonyl-1,4-diazepane-1-carbonyl)phenyl]boronic acid (43.77 mg, 0.1257 mmol) (60% pure) were taken into dioxane (700.1 μL), treated with Na2CO3 (125.7 μL of 2 M, 0.2514 mmol) and degassed/nitrogen flushed (5×). The reaction was then treated with palladium; triphenylphosphane (14.53 mg, 0.01257 mmol), degassed again and heated in the microwave at 140° C. for 30 minutes. The reaction was treated wi... As a reaction SMILES: Br[C:2]1[N:3]=[C:4]([C:9]2[S:10][C:11]([C:14]3[CH:19]=[CH:18][CH:17]=[CH:16][CH:15]=3)=[N:12][N:13]=2)[C:5]([NH2:8])=[N:6][CH:7]=1.C(OC([N:27]1[CH2:33][CH2:32][CH2:31][N:30]([C:34]([C:36]2[CH:41]=[CH:40][C:39](B(O)O)=[CH:38][CH:37]=2)=[O:35])[CH2:29][CH2:28]1)=O)(C)(C)C.C([O-])([O-])=O.[Na+].[Na+].C1(P(C2C=CC=CC=2)C2C=CC=CC=2)C=CC=CC=1>[Cl-].[Na+].O.CCOC(C)=O.O1CCOCC1>[NH2:8][C:5]1[N:6]=[CH:7][C:2]([C:39]2[CH:38]=[CH:37][C:36]([C:34]([N:30]3[CH2:31][CH2:32][CH2:33][NH:27][CH2:28][CH2:29]3)=[O:35])=[CH:41][CH:40]=2)=[N:3][C:4]=1[C:9]1[S:10][C:11]([C:14]2[CH:19]=[CH:18][CH:17]=[CH:16][CH:15]=2)=[N:12][N:13]=1 |f:2.3.4,6.7.8|. The reactants are BrC=1N=C(C(=NC1)N)C=1SC(=NN1)C1=CC=CC=C1 (5-bromo-3-(5-phenyl-1,3,4-thiadiazol-2-yl)pyrazin-2-amine), C1(=CC=CC=C1)P(C1=CC=CC=C1)C1=CC=CC=C1 (triphenylphosphane), C(C)(C)(C)OC(=O)N1CCN(CCC1)C(=O)C1=CC=C(C=C1)B(O)O ([4-(4-tert-butoxycarbonyl-1,4-diazepane-1-carbonyl)phenyl]boronic acid), C(=O)([O-])[O-].[Na+].[Na+] (Na2CO3). Run in O1CCOCC1 (dioxane), [Cl-].[Na+].O (brine), CCOC(=O)C (EtOAc). Yields the product NC=1N=CC(=NC1C=1SC(=NN1)C1=CC=CC=C1)C1=CC=C(C=C1)C(=O)N1CCNCCC1 ((4-(5-amino-6-(5-phenyl-1,3,4-thiadiazol-2-yl)pyrazin-2-yl)phenyl)(1,4-diazepan-1-yl)methanone). Reactants: ClCC=1C2=C(OC1C)C(=CC=C2)[N+](=O)[O-] (3-chloromethyl-2-methyl-7-nitrobenzo[b]furan), C[S-].[Na+] (sodium thiomethoxide), O (water). Solvent: CN(C=O)C (N,N-dimethylformamide). Run at time 2 hour. Product: CC1=C(C2=C(O1)C(=CC=C2)[N+](=O)[O-])CSC (2-methyl-3-methylthiomethyl-7-nitrobenzo[b]furan). Isolated yield 68.5%. Reaction SMILES: Cl[CH2:2][C:3]1[C:4]2[CH:12]=[CH:11][CH:10]=[C:9]([N+:13]([O-:15])=[O:14])[C:5]=2[O:6][C:7]=1[CH3:8].[CH3:16][S-:17].[Na+].O>CN(C)C=O>[CH3:8][C:7]1[O:6][C:5]2[C:9]([N+:13]([O-:15])=[O:14])=[CH:10][CH:11]=[CH:12][C:4]=2[C:3]=1[CH2:2][S:17][CH3:16] |f:1.2|. Reported procedure: A mixture of 3-chloromethyl-2-methyl-7-nitrobenzo[b]furan (200 mg) and sodium thiomethoxide (68 mg) in N,N-dimethylformamide (2 ml) was stirred at ambient temperature for 2 hours. The reaction mixture was poured into cold water and the separated oil was extracted with ethyl acetate. The extract was washed with brine, dried over sodium sulfate and concentrated in vacuo. The residue was purified by column chromatography on silica gel to give 2-methyl-3-methylthiomethyl-7-nitrobenzo[b]furan (144 mg... The reactants are CC(C)(C)OC(=O)N1CCc2ccc(Cl)c(CSC(=N)N)c2CC1, Cl, [K+], [Na+], C1COCCO1, [OH-], O, O=S(=O)([O-])O. The product is CC(C)(C)OC(=O)N1CCc2ccc(Cl)c(CS)c2CC1. Reaction SMILES: [C:2]([CH3:3])([CH3:4])([CH3:5])[O:6][C:7](=[O:8])[N:9]1[CH2:10][CH2:11][c:12]2[c:13]([c:16]([CH2:21][S:22][C:23](=[NH:24])[NH2:25])[c:17]([Cl:20])[cH:18][cH:19]2)[CH2:14][CH2:15]1.[ClH:1].[K+:33].[Na+:27].[O:34]1[CH2:35][CH2:36][O:37][CH2:38][CH2:39]1.[OH-:26].[OH2:40].[S:28](=[O:29])(=[O:30])([OH:31])[O-:32]>>[C:2]([CH3:3])([CH3:4])([CH3:5])[O:6][C:7](=[O:8])[N:9]1[CH2:10][CH2:11][c:12]2[c:13]([c:16]([CH2:21][SH:22])[c:17]([Cl:20])[cH:18][cH:19]2)[CH2:14][CH2:15]1.